Dataset: the Open Reaction Database (ORD), a public repository of structured organic reaction records. Task: describe an organic reaction: reactants, conditions, products, and yield The reactants are C1(COCC(=O)O1)=O (Diglycolic anhydride), C(CCCN)CCN (1,6-Hexamethylene diamine). Run in CN(C=O)C (Dimethylformamide), CN(C=O)C (Dimethylformamide). Conditions: temperature 0 celsius, time 1 hour. Product: C(=O)(O)COCC(=O)NCCCCCCNC(=O)COCC(=O)O ({[6-(2-Carboxy methoxy-acetylamino) -hexylcarbamoyl]-methoxy}-acetic acid). Yield: 25.9%. As a reaction SMILES: [C:1]1(=[O:8])[O:7][C:5](=[O:6])[CH2:4][O:3][CH2:2]1.[CH2:9]([CH2:14][CH2:15][NH2:16])[CH2:10][CH2:11][CH2:12][NH2:13]>CN(C)C=O>[C:5]([CH2:4][O:3][CH2:2][C:1]([NH:13][CH2:12][CH2:11][CH2:10][CH2:9][CH2:14][CH2:15][NH:16][C:5]([CH2:4][O:3][CH2:2][C:1]([OH:7])=[O:8])=[O:6])=[O:8])([OH:7])=[O:6]. Procedure: To a solution of Diglycolic anhydride (30 g) in Dimethylformamide (85 ml) at 60° C. was added dropwise a solution of 1,6-Hexamethylene diamine (11.6 g) in Dimethylformamide (50 ml). The reaction mixture was stirred at the same temperature for 1 hour. The reaction mixture was cooled to 0° C. and maintained for 3 hours. The solid was filtered and washed with chloroform and dried to get pure {[6-(2-Carboxy methoxy-acetylamino) -hexylcarbamoyl]-methoxy}-acetic acid (9 g) as white powder with a melti... Starting materials: [Cl-], O=C1c2ccccc2C(=O)c2c1cccc2[N+](=O)[O-], N, [NH4+], O. Yields the product Nc1cccc2c1C(=O)c1ccccc1C2=O. Reaction SMILES: [Cl-:20].[N+:1]([O-:2])(=[O:3])[c:4]1[cH:5][cH:6][cH:7][c:8]2[c:17]1[C:16](=[O:18])[c:15]1[c:10]([cH:11][cH:12][cH:13][cH:14]1)[C:9]2=[O:19].[NH3:22].[NH4+:21].[OH2:23]>>[NH2:1][c:4]1[cH:5][cH:6][cH:7][c:8]2[c:17]1[C:16](=[O:18])[c:15]1[c:10]([cH:11][cH:12][cH:13][cH:14]1)[C:9]2=[O:19]. The reactants are O=C(c1ccc(C2CCCCC2)cc1)N1Cc2cccn2Cc2ccccc21, O=C(Cl)C(Cl)(Cl)Cl, ClCCl. The product is O=C(c1ccc(C2CCCCC2)cc1)N1Cc2ccc(C(=O)C(Cl)(Cl)Cl)n2Cc2ccccc21. RXN SMILES: [CH:1]1([c:7]2[cH:8][cH:9][c:10]([C:11](=[O:12])[N:13]3[CH2:14][c:15]4[n:16]([cH:24][cH:25][cH:26]4)[CH2:17][c:18]4[c:19]3[cH:20][cH:21][cH:22][cH:23]4)[cH:27][cH:28]2)[CH2:2][CH2:3][CH2:4][CH2:5][CH2:6]1.[Cl:29][C:30]([C:31](=[O:32])[Cl:33])([Cl:34])[Cl:35].[Cl:36][CH2:37][Cl:38]>>[CH:1]1([c:7]2[cH:8][cH:9][c:10]([C:11](=[O:12])[N:13]3[CH2:14][c:15]4[n:16]([c:24]([C:31]([C:30]([Cl:29])([Cl:34])[Cl:35])=[O:32])[cH:25][cH:26]4)[CH2:17][c:18]4[c:19]3[cH:20][cH:21][cH:22][cH:23]4)[cH:27][cH:28]2)[CH2:2][CH2:3][CH2:4][CH2:5][CH2:6]1. Reactants: NH4OAc, [BH3-]C#N.[Na+] (NaCNBH3), IC1=CC=C(C=C1)CC(CC)=O (1-(4-iodophenyl)-butane-2-one). The solvent is CC(C)O (2-propanol). Reaction conditions: temperature 90 celsius. The product is IC1=CC=C(CC(CC)N)C=C1 (1-(4-Iodobenzyl)-propylamine). Reaction SMILES: [I:1][C:2]1[CH:7]=[CH:6][C:5]([CH2:8][C:9](=O)[CH2:10][CH3:11])=[CH:4][CH:3]=1.[BH3-]C#[N:15].[Na+]>CC(O)C>[I:1][C:2]1[CH:7]=[CH:6][C:5]([CH2:8][CH:9]([NH2:15])[CH2:10][CH3:11])=[CH:4][CH:3]=1 |f:1.2|. Reported procedure: 5.95 g (21.7 mmol) 1-(4-iodophenyl)-butane-2-one (I39) are added to 150 mL 2-propanol and transferred into an autoclav. 25.1 g (326 mmol) NH4OAc and 4.09 g (65.1 mmol) NaCNBH3 are added and the mixture is stirred at 90° C. over night. The reaction is quenched by the addition of sat. aq. NaHCO3 solution and extracted with EtOAc (3×). The combined organic layers are washed with brine, dried with Na2SO4 and the solvent is removed in vacuo. The compound is used without further purification. Reactants: FC1=CC=C(C=C1)C(CCC1=CC=C(C=C1)[N+](=O)[O-])=O (1-(4-fluoro-phenyl)-3-(4-nitro-phenyl)-propan-1-one), [Br-] (bromide), ( 100 ). Reagents/catalysts: [Al+3].[Cl-].[Cl-].[Cl-] (AlCl3). Yields the product BrC(C(=O)C1=CC=C(C=C1)F)CC1=CC=C(C=C1)[N+](=O)[O-] (2-bromo-1-(4-fluoro-phenyl)-3-(4-nitro-phenyl)-propan-1-one). Yield: 95.3%. RXN SMILES: [F:1][C:2]1[CH:7]=[CH:6][C:5]([C:8](=[O:20])[CH2:9][CH2:10][C:11]2[CH:16]=[CH:15][C:14]([N+:17]([O-:19])=[O:18])=[CH:13][CH:12]=2)=[CH:4][CH:3]=1.[Br-:21]>[Al+3].[Cl-].[Cl-].[Cl-]>[Br:21][CH:9]([CH2:10][C:11]1[CH:16]=[CH:15][C:14]([N+:17]([O-:19])=[O:18])=[CH:13][CH:12]=1)[C:8]([C:5]1[CH:4]=[CH:3][C:2]([F:1])=[CH:7][CH:6]=1)=[O:20] |f:2.3.4.5|. Procedure details: A procedure similar to step 3 of Example 1 was used. 1-(4-fluoro-phenyl)-3-(4-nitro-phenyl)-propan-1-one prepared in the step 1 and bromide were used as starting materials, and anhydrous AlCl3 was used as catalyst, the obtained product was a pale yellow crystal in a yield of 95.3%, mp: 126-128 └. 1H-NMR (CDCl3, 400 MHz) δ: 3.47 (1H, dd, J=14.28, 7.28 Hz), 3.74 (1H, dd, J=14.28, 7.28 Hz), 5.25 (1H, t, J=7.28 Hz, CHBr), 7.15 (2H, t, 3JFH=3JHH=8.40 Hz, ArH), 7.46 (2H, d, J=8.40 Hz, ArH), 8.03 (2H, ... Reactants: CC[SiH](CC)CC, COc1ccc(C=O)cn1, CC#N, Cc1nc(N)ccc1I, O=C(O)C(F)(F)F. The product is COc1ccc(CNc2ccc(I)c(C)n2)cn1. As a reaction SMILES: [CH2:27]([SiH:28]([CH2:29][CH3:30])[CH2:31][CH3:32])[CH3:33].[CH3:10][O:11][c:12]1[cH:13][cH:14][c:15]([CH:18]=[O:19])[cH:16][n:17]1.[CH3:34][C:35]#[N:36].[I:1][c:2]1[cH:3][cH:4][c:5]([NH2:9])[n:6][c:7]1[CH3:8].[OH:20][C:21]([C:22]([F:23])([F:24])[F:25])=[O:26]>>[I:1][c:2]1[cH:3][cH:4][c:5]([NH:9][CH2:18][c:15]2[cH:14][cH:13][c:12]([O:11][CH3:10])[n:17][cH:16]2)[n:6][c:7]1[CH3:8]. The reactants are [OH-].[Na+] (sodium hydroxide), BrC1=C(C=CC(=C1)[N+](=O)[O-])O (2-Bromo-4-nitrophenol), ClC(F)F (Chlorodifluoromethane). The solvent is O (water), O1CCOCC1 (dioxane). Reaction conditions: temperature 60 celsius, time 40 minute. The product is BrC=1C=C(C=CC1OC(F)F)[N+](=O)[O-] (3-bromo-4-difluoromethoxynitrobenzene). RXN SMILES: [Br:1][C:2]1[CH:7]=[C:6]([N+:8]([O-:10])=[O:9])[CH:5]=[CH:4][C:3]=1[OH:11].[OH-].[Na+].Cl[CH:15]([F:17])[F:16]>O1CCOCC1.O>[Br:1][C:2]1[CH:7]=[C:6]([N+:8]([O-:10])=[O:9])[CH:5]=[CH:4][C:3]=1[O:11][CH:15]([F:17])[F:16] |f:1.2|. Procedure details: 2-Bromo-4-nitrophenol (10.9 g) was dissolved in dioxane (60 ml), a solution of sodium hydroxide (18.4 g) in water (50 ml) was added thereto, and the resulting mixture was heated up to 60° C. while stirring vigorously. Chlorodifluoromethane gas was introduced therein, whereby the generation of heat was initiated. The reaction was continued for about 40 minutes. The reaction mixture was cooled to room temperature, poured onto ice-water and extracted with ether. The extract was washed with water an... Reactants: C(#N)C=1C=CC(=C(C1)S(=O)(=O)N)N (5-cyano-2-aminobenzenesulfonamide), C(#N)C=1C=CC(=C(C1)S(=O)(=O)N)N (5-cyano-2-aminobenzenesulfonamide), C1(CCCCC1)C=O (cyclohexanecarboxaldehyde). The product is C1(CCCCC1)C1NS(C2=C(N1)C=CC(=C2)C#N)(=O)=O (3-Cyclohexyl-7-cyano-1,2,3,4-tetrahydro-1,2,4-benzothiadiazine-1,1-dioxide). RXN SMILES: [C:1]([C:3]1[CH:4]=[CH:5][C:6]([NH2:13])=[C:7]([S:9]([NH2:12])(=[O:11])=[O:10])[CH:8]=1)#[N:2].[CH:14]1([CH:20]=O)[CH2:19][CH2:18][CH2:17][CH2:16][CH2:15]1>>[CH:14]1([CH:20]2[NH:13][C:6]3[CH:5]=[CH:4][C:3]([C:1]#[N:2])=[CH:8][C:7]=3[S:9](=[O:10])(=[O:11])[NH:12]2)[CH2:19][CH2:18][CH2:17][CH2:16][CH2:15]1. Procedure: 5-Cyano-2-aminobenzenesulfonamide (see compound 37) was transformed by Method G (using cyclohexanecarboxaldehyde). M.p. 234-237.